From a dataset of the Open Reaction Database (ORD), a public repository of structured organic reaction records. describe an organic reaction: reactants, conditions, products, and yield The reactants are CC(C)(C)OC(=O)N1CCc2nn(-c3ccccc3)c(-c3ccccc3)c2CC1, C1COCCO1, [K+], [K+], [K+], O, OB(O)c1ccccc1, O=P([O-])([O-])[O-]. Product: c1ccc(-c2c3c(nn2-c2ccccc2)CCNCC3)cc1. Reaction SMILES: [C:1]([O:2][C:3](=[O:4])[N:8]1[CH2:9][CH2:10][c:11]2[c:12](-[c:24]3[cH:25][cH:26][cH:27][cH:28][cH:29]3)[n:13](-[c:18]3[cH:19][cH:20][cH:21][cH:22][cH:23]3)[n:14][c:15]2[CH2:16][CH2:17]1)([CH3:5])([CH3:6])[CH3:7].[CH2:48]1[O:49][CH2:50][CH2:51][O:52][CH2:53]1.[K+:35].[K+:36].[K+:37].[OH2:47].[OH:38][B:39]([c:40]1[cH:41][cH:42][cH:43][cH:44][cH:45]1)[OH:46].[P:30]([O-:31])([O-:32])([O-:33])=[O:34]>>[NH:8]1[CH2:9][CH2:10][c:11]2[c:12](-[c:24]3[cH:25][cH:26][cH:27][cH:28][cH:29]3)[n:13](-[c:18]3[cH:19][cH:20][cH:21][cH:22][cH:23]3)[n:14][c:15]2[CH2:16][CH2:17]1. Solvent: C(C)#N (acetonitrile). The reactants are O1CCCC1 (tetrahydrofuran), CS(=O)(=O)NC1=CC=C(C(=O)Cl)C=C1 (4-[(methylsulfonyl)amino]benzoyl chloride), [OH-].[NH4+] (ammonium hydroxide), C(C)N(CCNC1=C(C=CC=C1C)C)CC (N,N-diethyl-N'-(2,6-dimethylphenyl)-1,2-ethanediamine). As a reaction SMILES: O1CCCC1.[CH3:6][S:7]([NH:10][C:11]1[CH:19]=[CH:18][C:14]([C:15]([Cl:17])=[O:16])=[CH:13][CH:12]=1)(=[O:9])=[O:8].[CH2:20]([N:22]([CH2:34][CH3:35])[CH2:23][CH2:24][NH:25][C:26]1[C:31]([CH3:32])=[CH:30][CH:29]=[CH:28][C:27]=1[CH3:33])[CH3:21].[OH-].[NH4+]>C(#N)C>[ClH:17].[CH2:34]([N:22]([CH2:20][CH3:21])[CH2:23][CH2:24][N:25]([C:26]1[C:31]([CH3:32])=[CH:30][CH:29]=[CH:28][C:27]=1[CH3:33])[C:15](=[O:16])[C:14]1[CH:18]=[CH:19][C:11]([NH:10][S:7]([CH3:6])(=[O:9])=[O:8])=[CH:12][CH:13]=1)[CH3:35] |f:3.4,6.7|. The product is Cl.C(C)N(CCN(C(C1=CC=C(C=C1)NS(=O)(=O)C)=O)C1=C(C=CC=C1C)C)CC (N-[2-(Diethylamino)ethyl]-N-(2,6-dimethylphenyl)-4-[(methylsulfonyl)amino]benzamide hydrochloride). Procedure: To 15 mL of tetrahydrofuran under nitrogen atmosphere add 0.74 g (4.7 mmol) of 4-[(methylsulfonyl)amino]benzoyl chloride then add 0.89 g (0.40 mmol) of N,N-diethyl-N'-(2,6-dimethylphenyl)-1,2-ethanediamine. When the addition is complete allow the reaction to stir at reflux. Monitor the progress of the reaction by thin-layer chromatography (concentrated aqueous ammonium hydroxide: acetonitrile, 1:9). Upon completion of the reaction, cool the mixture to room temperature. Filter the resulting solid... Starting materials: CCOC(=O)CC(C)=O, C=CC#N, CCO, [Na]. The product is CCOC(=O)C(CCC#N)C(C)=O. As a reaction SMILES: [C:2]([CH2:3][C:4](=[O:5])[CH3:6])(=[O:7])[O:8][CH2:9][CH3:10].[CH2:11]=[CH:12][C:13]#[N:14].[CH3:15][CH2:16][OH:17].[Na:1]>>[C:2]([CH:3]([C:4](=[O:5])[CH3:6])[CH2:11][CH2:12][C:13]#[N:14])(=[O:7])[O:8][CH2:9][CH3:10]. The reactants are CCC(C)C1C(=O)NC(C2Cc3ccccc3C2)C(=O)N1C(C(=O)O)c1ccc(C)nc1C, C1COCCN1, ClCCl, Cl. The product is CCC(C)C1C(=O)NC(C2Cc3ccccc3C2)C(=O)N1C(C(=O)N1CCOCC1)c1ccc(C)nc1C. As a reaction SMILES: [CH2:2]1[CH:3]([CH:11]2[C:12](=[O:34])[N:13]([CH:22]([C:23](=[O:24])[OH:25])[c:26]3[c:27]([CH3:33])[n:28][c:29]([CH3:32])[cH:30][cH:31]3)[CH:14]([CH:18]([CH2:19][CH3:20])[CH3:21])[C:15](=[O:17])[NH:16]2)[CH2:4][c:5]2[cH:6][cH:7][cH:8][cH:9][c:10]21.[CH2:35]1[CH2:36][O:37][CH2:38][CH2:39][NH:40]1.[Cl:41][CH2:42][Cl:43].[ClH:1]>>[CH2:2]1[CH:3]([CH:11]2[C:12](=[O:34])[N:13]([CH:22]([C:23](=[O:24])[N:40]3[CH2:35][CH2:36][O:37][CH2:38][CH2:39]3)[c:26]3[c:27]([CH3:33])[n:28][c:29]([CH3:32])[cH:30][cH:31]3)[CH:14]([CH:18]([CH2:19][CH3:20])[CH3:21])[C:15](=[O:17])[NH:16]2)[CH2:4][c:5]2[cH:6][cH:7][cH:8][cH:9][c:10]21. The reactants are NC1=C(C(=NC=N1)N[C@@H](C)C1=NN2C(C(N1C1=CC=CC=C1)=O)=C(C=C2)C)Br ((S)-2-(1-((6-Amino-5-bromopyrimidin-4-yl)amino)ethyl)-5-methyl-3-phenylpyrrolo[2,1-f][1,2,4]triazin-4(3H)-one), OC1=C(C=C(C=C1)S(=O)(=O)NC=1C(=NC=C(C1)B1OC(C(O1)(C)C)(C)C)OC)C (4-hydroxy-N-(2-methoxy-5-(4,4,5,5-tetramethyl-1,3,2-dioxaborolan-2-yl)pyridin-3-yl)-3-methylbenzenesulfonamide), C([O-])([O-])=O.[Cs+].[Cs+] (cesium carbonate). Product: NC1=NC=NC(=C1C=1C=C(C(=NC1)OC)NS(=O)(=O)C1=CC(=C(C=C1)O)C)N[C@@H](C)C1=NN2C(C(N1C1=CC=CC=C1)=O)=C(C=C2)C ((S)—N-(5-(4-Amino-6-((1-(5-methyl-4-oxo-3-phenyl-3,4-dihydropyrrolo[2,1-f][1,2,4]triazin-2-yl)ethyl)amino)pyrimidin-5-yl)-2-methoxypyridin-3-yl)-4-hydroxy-3-methylbenzenesulfonamide). Yield: 52.4%. As a reaction SMILES: [NH2:1][C:2]1[N:7]=[CH:6][N:5]=[C:4]([NH:8][C@H:9]([C:11]2[N:16]([C:17]3[CH:22]=[CH:21][CH:20]=[CH:19][CH:18]=3)[C:15](=[O:23])[C:14]3=[C:24]([CH3:27])[CH:25]=[CH:26][N:13]3[N:12]=2)[CH3:10])[C:3]=1Br.[OH:29][C:30]1[CH:35]=[CH:34][C:33]([S:36]([NH:39][C:40]2[C:41]([O:55][CH3:56])=[N:42][CH:43]=[C:44](B3OC(C)(C)C(C)(C)O3)[CH:45]=2)(=[O:38])=[O:37])=[CH:32][C:31]=1[CH3:57].C(=O)([O-])[O-].[Cs+].[Cs+]>>[NH2:1][C:2]1[C:3]([C:44]2[CH:45]=[C:40]([NH:39][S:36]([C:33]3[CH:34]=[CH:35][C:30]([OH:29])=[C:31]([CH3:57])[CH:32]=3)(=[O:38])=[O:37])[C:41]([O:55][CH3:56])=[N:42][CH:43]=2)=[C:4]([NH:8][C@H:9]([C:11]2[N:16]([C:17]3[CH:22]=[CH:21][CH:20]=[CH:19][CH:18]=3)[C:15](=[O:23])[C:14]3=[C:24]([CH3:27])[CH:25]=[CH:26][N:13]3[N:12]=2)[CH3:10])[N:5]=[CH:6][N:7]=1 |f:2.3.4|. Reported procedure: (S)-2-(1-((6-Amino-5-bromopyrimidin-4-yl)amino)ethyl)-5-methyl-3-phenylpyrrolo[2,1-f][1,2,4]triazin-4(3H)-one (63 mg, 0.14 mmol) was treated with 4-hydroxy-N-(2-methoxy-5-(4,4,5,5-tetramethyl-1,3,2-dioxaborolan-2-yl)pyridin-3-yl)-3-methylbenzenesulfonamide (90 mg, 0.21 mmol), 2M cesium carbonate (430 μl, 0.86 mmol) and 1,1′-bis(diphenylphosphino)ferrocene-palladium(II)dichloride dichloromethane complex (12 mg, 0.01 mmol) according to the method described in Example 3 to give 48 mg (51% yield) of... The reactants are C(C)OC(=O)C=1C(=C2C(=C(N1)I)SN=C2C2=CC=C(C=C2)F)O (3-(4-fluoro-phenyl)-4-hydroxy-7-iodo-isothiazolo[5,4-c]pyridine-5-carboxylic acid ethyl ester), C1=CC=C(C=C1)P(C2=CC=CC=C2)C3=CC=CC=C3 (PPh3), [Sn](C)(C)(C)C (Me4Sn). The reagents and catalysts are C=1C=CC(=CC1)/C=C/C(=O)/C=C/C2=CC=CC=C2.C=1C=CC(=CC1)/C=C/C(=O)/C=C/C2=CC=CC=C2.C=1C=CC(=CC1)/C=C/C(=O)/C=C/C2=CC=CC=C2.[Pd].[Pd] (Pd2(dba)3), [Cu]I (CuI). Solvent: CN1CCCC1=O (NMP). Run at temperature 70 celsius, time 10 minute. The product is C(C)OC(=O)C=1C(=C2C(=C(N1)C)SN=C2C2=CC=C(C=C2)F)O (3-(4-Fluoro-phenyl)-4-hydroxy-7-methyl-isothiazolo[5,4-c]pyridine-5-carboxylic acid ethyl ester). The yield is 533.4%. RXN SMILES: [CH2:1]([O:3][C:4]([C:6]1[C:7]([OH:23])=[C:8]2[C:15]([C:16]3[CH:21]=[CH:20][C:19]([F:22])=[CH:18][CH:17]=3)=[N:14][S:13][C:9]2=[C:10](I)[N:11]=1)=[O:5])[CH3:2].[CH:24]1C=CC(P(C2C=CC=CC=2)C2C=CC=CC=2)=CC=1.[Sn](C)(C)(C)C>C1C=CC(/C=C/C(/C=C/C2C=CC=CC=2)=O)=CC=1.C1C=CC(/C=C/C(/C=C/C2C=CC=CC=2)=O)=CC=1.C1C=CC(/C=C/C(/C=C/C2C=CC=CC=2)=O)=CC=1.[Pd].[Pd].[Cu]I.CN1C(=O)CCC1>[CH2:1]([O:3][C:4]([C:6]1[C:7]([OH:23])=[C:8]2[C:15]([C:16]3[CH:21]=[CH:20][C:19]([F:22])=[CH:18][CH:17]=3)=[N:14][S:13][C:9]2=[C:10]([CH3:24])[N:11]=1)=[O:5])[CH3:2] |f:3.4.5.6.7|. Procedure: A mixture of 3-(4-fluoro-phenyl)-4-hydroxy-7-iodo-isothiazolo[5,4-c]pyridine-5-carboxylic acid ethyl ester (295 mg, 0.66 mmol), Pd2(dba)3 (60.8 mg, 0.066 mmol), PPh3 (17.4 mg, 0.066 mmol), and NMP (3.3 mL) was stirred at 70° C. for 10 min. After cooling to r. t. CuI (12.6 mg, 0.066 mmol) was added and the reaction mixture was stirred at 70° C. for another 10 min. After cooling to r. t. Me4Sn (0.37 mL, 2.65 mmol) was added and the mixture was stirred at 70° C. for 15 h. After cooling to r. t. the... Reactants: [F-].[K+] (potassium fluoride), [F-].[K+] (KF), ClCl (chlorine), F (hydrofluoric acid), ClC1=C(C(=O)Cl)C=C(C(=C1Cl)Cl)Cl (2,3,4,5-tetrachlorobenzoyl chloride), [F-].[K+] (KF), [F-].[K+] (KF), [F-].[K+] (KF). Product: ClC1=C(C(=O)F)C=C(C(=C1Cl)Cl)Cl (2,3,4,5-tetrachlorobenzoyl fluoride). As a reaction SMILES: [F-:1].[K+].ClCl.[Cl:5][C:6]1[C:14]([Cl:15])=[C:13]([Cl:16])[C:12]([Cl:17])=[CH:11][C:7]=1[C:8](Cl)=[O:9].F>>[Cl:5][C:6]1[C:14]([Cl:15])=[C:13]([Cl:16])[C:12]([Cl:17])=[CH:11][C:7]=1[C:8]([F:1])=[O:9] |f:0.1|. Procedure details: The quantity of potassium fluoride to be used depends on the number of chlorine atoms which are to be exchanged. At least one mole of KF is used, but in general 1.1-1.5 mole, for 1 chlorine atom. A maximum of 2 moles of KF is used for 1 chlorine; beyond this, the quantity of KF has virtually no effect on the degree of fluorination, and the process becomes uneconomic. However, it is possible to save part of the costly KF when the 2,3,4,5-tetrachlorobenzoyl chloride is previously fluorinated with ...